Task: describe an organic reaction: reactants, conditions, products, and yield. Dataset: the Open Reaction Database (ORD), a public repository of structured organic reaction records Reactants: [O-2].[La+3].[O-2].[O-2].[La+3] (Lanthanum oxide), [N+](=O)(O)[O-] (nitric acid), O (water). Product: [N+](=O)([O-])[O-].[La+3].[N+](=O)([O-])[O-].[N+](=O)([O-])[O-] (lanthanum nitrate). As a reaction SMILES: [O-2].[La+3:2].[O-2].[O-2].[La+3].O.[N+:7]([O-:10])([OH:9])=[O:8]>>[N+:7]([O-:10])([O-:9])=[O:8].[La+3:2].[N+:7]([O-:10])([O-:9])=[O:8].[N+:7]([O-:10])([O-:9])=[O:8] |f:0.1.2.3.4,7.8.9.10|. Procedure details: Lanthanum oxide (La2O3) (212 g, 0.065 mole) was completely dissolved in an aqueous nitric acid solution, after which the solution was concentrated by heating to prepare lanthanum nitrate, to which was added water to give 400 cc of an aqueous lanthanum nitrate solution. The reactants are FC(C=1C=C(C=C(C1)C(F)(F)F)C(=O)N1C[C@H]([C@H](CC1)C1=CC=C(C=C1)Cl)C1=CC=CC=C1)(F)F (rac-cis-(3,5-bis-trifluoromethyl-phenyl)-[4-(4-chloro-phenyl)-3-phenyl-piperidin-1-yl]-methanone), CN1CCNCC1 (N-methyl-piperazine), C1(=C(C=CC=C1)P(C1CCCCC1)C1CCCCC1)C1=CC=CC=C1 (biphenyl-2-yl-dicyclohexyl-phosphane). Product: FC(C=1C=C(C=C(C1)C(F)(F)F)C(=O)N1C[C@H]([C@H](CC1)C1=CC=C(C=C1)N1CCN(CC1)C)C1=CC=CC=C1)(F)F (Rac-cis-(3,5-Bis-trifluoromethyl-phenyl)-{4-[4-(4-methyl-piperazin-1-yl)-phenyl]-3-phenyl-piperidin-1-yl}-methanone). RXN SMILES: [F:1][C:2]([F:35])([F:34])[C:3]1[CH:4]=[C:5]([C:13]([N:15]2[CH2:20][CH2:19][C@H:18]([C:21]3[CH:26]=[CH:25][C:24](Cl)=[CH:23][CH:22]=3)[C@H:17]([C:28]3[CH:33]=[CH:32][CH:31]=[CH:30][CH:29]=3)[CH2:16]2)=[O:14])[CH:6]=[C:7]([C:9]([F:12])([F:11])[F:10])[CH:8]=1.[CH3:36][N:37]1[CH2:42][CH2:41][NH:40][CH2:39][CH2:38]1.C1(C2C=CC=CC=2)C=CC=CC=1P(C1CCCCC1)C1CCCCC1>>[F:1][C:2]([F:35])([F:34])[C:3]1[CH:4]=[C:5]([C:13]([N:15]2[CH2:20][CH2:19][C@H:18]([C:21]3[CH:26]=[CH:25][C:24]([N:40]4[CH2:41][CH2:42][N:37]([CH3:36])[CH2:38][CH2:39]4)=[CH:23][CH:22]=3)[C@H:17]([C:28]3[CH:33]=[CH:32][CH:31]=[CH:30][CH:29]=3)[CH2:16]2)=[O:14])[CH:6]=[C:7]([C:9]([F:12])([F:11])[F:10])[CH:8]=1. Procedure details: The title compound, MS: m/e=576.1 (M+), was prepared in accordance with the general method of example 10 from rac-cis-(3,5-bis-trifluoromethyl-phenyl)-[4-(4-chloro-phenyl)-3-phenyl-piperidin-1-yl]-methanone, N-methyl-piperazine and biphenyl-2-yl-dicyclohexyl-phosphane as ligand. Starting materials: C(C)(=O)O[BH-](OC(C)=O)OC(C)=O.[Na+] (sodium triacetoxyborohydride), NC=1C(=NC=C(C1)CC1=CC=C(C=C1)F)C(=O)OCC (ethyl 3-amino-5-(4-fluorobenzyl)-2-pyridinecarboxylate), CN(C(OCC1=CC=CC=C1)=O)CC=O (phenylmethyl methyl(2-oxoethyl)carbamate), C(C)(=O)O[BH-](OC(C)=O)OC(C)=O.[Na+] (sodium triacetoxyborohydride). Solvent: C(Cl)Cl (CH2Cl2), C(C)(=O)O (acetic acid), C(C)(=O)O (acetic acid). Product: FC1=CC=C(C=C1)CC=1C=C(C(=NC1)C(=O)OCC)NCCN(C(=O)OCC1=CC=CC=C1)C (ethyl 5-[(4-fluorophenyl)methyl]-3-{[2-(methyl {[(phenylmethyl)oxy]carbonyl}amino)ethyl]amino}-2-pyridinecarboxylate). Reaction SMILES: [NH2:1][C:2]1[C:3]([C:16]([O:18][CH2:19][CH3:20])=[O:17])=[N:4][CH:5]=[C:6]([CH2:8][C:9]2[CH:14]=[CH:13][C:12]([F:15])=[CH:11][CH:10]=2)[CH:7]=1.[CH3:21][N:22]([CH2:33][CH:34]=O)[C:23](=[O:32])[O:24][CH2:25][C:26]1[CH:31]=[CH:30][CH:29]=[CH:28][CH:27]=1.C(O[BH-](OC(=O)C)OC(=O)C)(=O)C.[Na+]>C(O)(=O)C.C(Cl)Cl>[F:15][C:12]1[CH:11]=[CH:10][C:9]([CH2:8][C:6]2[CH:7]=[C:2]([NH:1][CH2:34][CH2:33][N:22]([CH3:21])[C:23]([O:24][CH2:25][C:26]3[CH:31]=[CH:30][CH:29]=[CH:28][CH:27]=3)=[O:32])[C:3]([C:16]([O:18][CH2:19][CH3:20])=[O:17])=[N:4][CH:5]=2)=[CH:14][CH:13]=1 |f:2.3|. Reported procedure: A solution of ethyl 3-amino-5-(4-fluorobenzyl)-2-pyridinecarboxylate (1.78 g, 6.5 mmol) and phenylmethyl methyl(2-oxoethyl)carbamate (2.58 g, 12.4 mmol) under nitrogen in glacial acetic acid (300 mL) was treated with sodium triacetoxyborohydride (2.56 g, 12.1 mmol) at ambient temperature overnight. Concentrated the reaction in vacuo then redissolved in glacial acetic acid (100 mL) and treated with another 1 g of sodium triacetoxyborohydride at ambient temperature for 2 h. The reaction was evapor... Starting materials: O=[N+]([O-])c1c(F)cc(Br)cc1F, Cc1ccccc1, OB(O)C1CC1, [K+], [K+], [K+], O=P([O-])([O-])[O-], c1ccc(P(c2ccccc2)(c2ccccc2)[Pd](P(c2ccccc2)(c2ccccc2)c2ccccc2)(P(c2ccccc2)(c2ccccc2)c2ccccc2)P(c2ccccc2)(c2ccccc2)c2ccccc2)cc1. The product is O=[N+]([O-])c1c(F)cc(C2CC2)cc1F. RXN SMILES: [Br:1][c:2]1[cH:3][c:4]([F:12])[c:5]([N+:9](=[O:10])[O-:11])[c:6]([F:8])[cH:7]1.[CH3:104][c:105]1[cH:106][cH:107][cH:108][cH:109][cH:110]1.[CH:13]1([B:16]([OH:17])[OH:18])[CH2:14][CH2:15]1.[K+:24].[K+:25].[K+:26].[P:19]([O-:20])([O-:21])([O-:22])=[O:23].[cH:27]1[cH:28][cH:29][c:30]([P:31]([Pd:32]([P:33]([c:34]2[cH:35][cH:36][cH:37][cH:38][cH:39]2)([c:40]2[cH:41][cH:42][cH:43][cH:44][cH:45]2)[c:46]2[cH:47][cH:48][cH:49][cH:50][cH:51]2)([P:52]([c:53]2[cH:54][cH:55][cH:56][cH:57][cH:58]2)([c:59]2[cH:60][cH:61][cH:62][cH:63][cH:64]2)[c:65]2[cH:66][cH:67][cH:68][cH:69][cH:70]2)[P:71]([c:72]2[cH:73][cH:74][cH:75][cH:76][cH:77]2)([c:78]2[cH:79][cH:80][cH:81][cH:82][cH:83]2)[c:84]2[cH:85][cH:86][cH:87][cH:88][cH:89]2)([c:90]2[cH:91][cH:92][cH:93][cH:94][cH:95]2)[c:96]2[cH:97][cH:98][cH:99][cH:100][cH:101]2)[cH:102][cH:103]1>>[c:2]1([CH:13]2[CH2:14][CH2:15]2)[cH:3][c:4]([F:12])[c:5]([N+:9](=[O:10])[O-:11])[c:6]([F:8])[cH:7]1. Reactants: BrC=1C=CN2C(=C(C(=C2C1)C(=O)O)CC1=C(C(=CC=C1)F)C)C1=CC=CC=C1 (7-Bromo-2-(3-fluoro-2-methyl-benzyl)-3-phenyl-indolizine-1-carboxylic acid), C(C)(C)(C)OC(=O)N1CCNCC1 (1-tert-butoxycarbonyl-piperazine), Cl.C(C)N=C=NCCCN(C)C (N-ethyl-N′-(3-dimethylaminopropyl)carbodiimide hydrochloride), ON1N=NC2=C1C=CC=C2 (1-hydroxybenzotriazole), CN1CCOCC1 (N-methyl-morpholine). Solvent: CN(C)C=O (DMF). Reaction conditions: time 8 hour. The product is C(C)(C)(C)OC(=O)N1CCN(CC1)C(=O)C=1C(=C(N2C=CC(=CC12)Br)C1=CC=CC=C1)CC1=C(C(=CC=C1)F)C (4-[7-Bromo-2-(3-fluoro-2-methyl-benzyl)-3-phenyl-indolizine-1-carbonyl]-piperazine-1-carboxylic acid tert-butyl ester). Isolated yield 98.9%. As a reaction SMILES: [Br:1][C:2]1[CH:3]=[CH:4][N:5]2[C:9]([CH:10]=1)=[C:8]([C:11]([OH:13])=O)[C:7]([CH2:14][C:15]1[CH:20]=[CH:19][CH:18]=[C:17]([F:21])[C:16]=1[CH3:22])=[C:6]2[C:23]1[CH:28]=[CH:27][CH:26]=[CH:25][CH:24]=1.[C:29]([O:33][C:34]([N:36]1[CH2:41][CH2:40][NH:39][CH2:38][CH2:37]1)=[O:35])([CH3:32])([CH3:31])[CH3:30].Cl.C(N=C=NCCCN(C)C)C.ON1C2C=CC=CC=2N=N1.CN1CCOCC1>CN(C=O)C>[C:29]([O:33][C:34]([N:36]1[CH2:41][CH2:40][N:39]([C:11]([C:8]2[C:7]([CH2:14][C:15]3[CH:20]=[CH:19][CH:18]=[C:17]([F:21])[C:16]=3[CH3:22])=[C:6]([C:23]3[CH:28]=[CH:27][CH:26]=[CH:25][CH:24]=3)[N:5]3[C:9]=2[CH:10]=[C:2]([Br:1])[CH:3]=[CH:4]3)=[O:13])[CH2:38][CH2:37]1)=[O:35])([CH3:32])([CH3:30])[CH3:31] |f:2.3|. Procedure details: To a solution of the crude compound obtained in step 2 (219 mg, 0.50 mmol), 1-tert-butoxycarbonyl-piperazine (98 mg, 0.55 mmol), N-ethyl-N′-(3-dimethylaminopropyl)carbodiimide hydrochloride (105 mg, 0.55 mmol) and 1-hydroxybenzotriazole (88 mg, 0.58 mmol) in DMF (5 ml) was added N-methyl-morpholine (330 μl, 3.00 mmol), and the mixture was stirred at room temperature overnight. The mixture was quenched with water and extracted with EA. The organic layer was separated, dried over sodium sulfate, f... Starting materials: Fc1cc(F)cc(Br)c1, CS(=O)(=O)CCO, CC(C)(C)[O-], CS(C)=O, [K+]. Yields the product Oc1cc(F)cc(Br)c1. Reaction SMILES: [Br:1][c:2]1[cH:3][c:4]([F:9])[cH:5][c:6]([F:8])[cH:7]1.[CH3:10][S:11](=[O:12])([CH2:13][CH2:14][OH:15])=[O:16].[CH3:17][C:18]([CH3:19])([O-:20])[CH3:21].[CH3:23][S:24]([CH3:25])=[O:26].[K+:22]>>[Br:1][c:2]1[cH:3][c:4]([F:9])[cH:5][c:6]([OH:12])[cH:7]1. Reactants: C(=O)(C(F)(F)F)O (TFA), CC1=NN(C(=C1)B1OC(C(O1)(C)C)(C)C)C1OCCCC1 (3-Methyl-1-(tetrahydro-2H-pyran-2-yl)-5-(4,4,5,5-tetramethyl-1,3,2-dioxaborolan-2-yl)-1H-pyrazole), [O-]P(=O)([O-])[O-].[K+].[K+].[K+] (K3PO4), ClC(OC1=CC=C(C=C1)NC(C1=CN=C(C(=C1)I)N1CC(C1)O)=O)(F)F (N-(4-(chlorodifluoromethoxy)phenyl)-6-(3-hydroxyazetidin-1-yl)-5-iodonicotinamide). Procedure details: 3-Methyl-1-(tetrahydro-2H-pyran-2-yl)-5-(4,4,5,5-tetramethyl-1,3,2-dioxaborolan-2-yl)-1H-pyrazole (252 mg, 0.646 mmol), K3PO4 (206 mg, 0.968 mmol) and Pd(PPh3)4 (18.65 mg, 0.016 mmol) were added to N-(4-(chlorodifluoromethoxy)phenyl)-6-(3-hydroxyazetidin-1-yl)-5-iodonicotinamide (Stage 88.1, 160 mg, 0.323 mmol) was suspended in toluene (2 mL) in a. vial, which was sealed, purged with argon and stirred at 80° C. for 19 h. The RM was treated with EtOAc (60 mL), washed with an aq. sat. NaHCO3 solut... The solvent is CCOC(=O)C (EtOAc), C1(=CC=CC=C1)C (toluene), CC#N (MeCN). Run at temperature 80 celsius, time 19 hour. Reaction SMILES: [CH3:1][C:2]1[CH:6]=[C:5](B2OC(C)(C)C(C)(C)O2)[N:4](C2CCCCO2)[N:3]=1.[O-]P([O-])([O-])=O.[K+].[K+].[K+].[Cl:30][C:31]([F:55])([F:54])[O:32][C:33]1[CH:38]=[CH:37][C:36]([NH:39][C:40](=[O:53])[C:41]2[CH:46]=[C:45](I)[C:44]([N:48]3[CH2:51][CH:50]([OH:52])[CH2:49]3)=[N:43][CH:42]=2)=[CH:35][CH:34]=1.C(O)(C(F)(F)F)=O>C1(C)C=CC=CC=1.CC#N.C1C=CC([P]([Pd]([P](C2C=CC=CC=2)(C2C=CC=CC=2)C2C=CC=CC=2)([P](C2C=CC=CC=2)(C2C=CC=CC=2)C2C=CC=CC=2)[P](C2C=CC=CC=2)(C2C=CC=CC=2)C2C=CC=CC=2)(C2C=CC=CC=2)C2C=CC=CC=2)=CC=1.CCOC(C)=O>[Cl:30][C:31]([F:54])([F:55])[O:32][C:33]1[CH:38]=[CH:37][C:36]([NH:39][C:40](=[O:53])[C:41]2[CH:46]=[C:45]([C:5]3[NH:4][N:3]=[C:2]([CH3:1])[CH:6]=3)[C:44]([N:48]3[CH2:49][CH:50]([OH:52])[CH2:51]3)=[N:43][CH:42]=2)=[CH:35][CH:34]=1 |f:1.2.3.4,^1:76,78,97,116|. The reagents and catalysts are C=1C=CC(=CC1)[P](C=2C=CC=CC2)(C=3C=CC=CC3)[Pd]([P](C=4C=CC=CC4)(C=5C=CC=CC5)C=6C=CC=CC6)([P](C=7C=CC=CC7)(C=8C=CC=CC8)C=9C=CC=CC9)[P](C=1C=CC=CC1)(C=1C=CC=CC1)C=1C=CC=CC1 (Pd(PPh3)4). Product: ClC(OC1=CC=C(C=C1)NC(C1=CN=C(C(=C1)C1=CC(=NN1)C)N1CC(C1)O)=O)(F)F (N-(4-(Chlorodifluoromethoxy)phenyl)-6-(3-hydroxyazetidin-1-yl)-5-(3-methyl-1H-pyrazol-5-yl)nicotinamide). Reactants: CCOc1ncc(S(=O)(=O)N2CCN(CC)CC2)cc1-c1nc2c(CC)n(-c3ccc([N+](=O)[O-])cc3)nc2c(=O)[nH]1, CO, [Cl-], [Fe], [NH4+], O. Product: CCOc1ncc(S(=O)(=O)N2CCN(CC)CC2)cc1-c1nc2c(CC)n(-c3ccc(N)cc3)nc2c(=O)[nH]1. As a reaction SMILES: [CH2:1]([CH3:2])[O:3][c:4]1[n:5][cH:6][c:7]([S:31](=[O:32])(=[O:33])[N:34]2[CH2:35][CH2:36][N:37]([CH2:40][CH3:41])[CH2:38][CH2:39]2)[cH:8][c:9]1-[c:10]1[nH:11][c:12](=[O:30])[c:13]2[c:14]([n:15]1)[c:16]([CH2:28][CH3:29])[n:17](-[c:19]1[cH:20][cH:21][c:22]([N+:25]([O-:26])=[O:27])[cH:23][cH:24]1)[n:18]2.[CH3:44][OH:45].[Cl-:42].[Fe:47].[NH4+:43].[OH2:46]>>[CH2:1]([CH3:2])[O:3][c:4]1[n:5][cH:6][c:7]([S:31](=[O:32])(=[O:33])[N:34]2[CH2:35][CH2:36][N:37]([CH2:40][CH3:41])[CH2:38][CH2:39]2)[cH:8][c:9]1-[c:10]1[nH:11][c:12](=[O:30])[c:13]2[c:14]([n:15]1)[c:16]([CH2:28][CH3:29])[n:17](-[c:19]1[cH:20][cH:21][c:22]([NH2:25])[cH:23][cH:24]1)[n:18]2.